From a dataset of the Open Reaction Database (ORD), a public repository of structured organic reaction records. describe an organic reaction: reactants, conditions, products, and yield The reactants are S(=O)(Cl)Cl (Thionyl chloride), COC=1C(=CC(=C(C(=O)O)C1)[N+](=O)[O-])OCCCN1CCOCC1 (5-methoxy-4-(3-morpholinopropoxy)-2-nitrobenzoic acid), CN(C)C=O (DMF). Conditions: temperature 50 celsius. Product: COC=1C(=CC(=C(C(=O)N)C1)[N+](=O)[O-])OCCCN1CCOCC1 (5-methoxy-4-(3-morpholinopropoxy)-2-nitrobenzamide). Reaction SMILES: S(Cl)(Cl)=O.[CH3:5][O:6][C:7]1[C:8]([O:19][CH2:20][CH2:21][CH2:22][N:23]2[CH2:28][CH2:27][O:26][CH2:25][CH2:24]2)=[CH:9][C:10]([N+:16]([O-:18])=[O:17])=[C:11]([CH:15]=1)[C:12](O)=[O:13].C[N:30](C=O)C>>[CH3:5][O:6][C:7]1[C:8]([O:19][CH2:20][CH2:21][CH2:22][N:23]2[CH2:28][CH2:27][O:26][CH2:25][CH2:24]2)=[CH:9][C:10]([N+:16]([O-:18])=[O:17])=[C:11]([CH:15]=1)[C:12]([NH2:30])=[O:13]. Procedure details: Thionyl chloride (15 ml) and DMF (0.05 ml) were added to 5-methoxy-4-(3-morpholinopropoxy)-2-nitrobenzoic acid (7.54 g). The mixture was heated at 50° C. for 1 hour, the excess thionyl chloride was removed by evaporation and by azeotroping with toluene (x2). The resulting solid was suspended in THF (200 ml) and ammonia was bubbled through the mixture for 30 minutes. The precipitate was removed by filtration and washed with THF. After concentration of the filtrate by evaporation, the product crys... Starting materials: C(#N)[BH3-].[Na+] (sodium cyanoborohydride), Cl.ClC1=CC=C(C=C1)C1=CC2=C(C(N(C=C2)C=2C=NC(=CC2)N2C[C@@H](CC2)NCC(F)F)=O)S1 (2-(4-chloro-phenyl)-6-{6-[(R)-3-(2,2-difluoro-ethylamino)-pyrrolidin-1-yl]-pyridin-3-yl}-6H-thieno[2,3-c]pyridin-7-one, hydrochloride), C(C)(=O)O (acetic acid), C=O (formaldehyde). The solvent is CO (methanol). Conditions: time 18 hour. Product: ClC1=CC=C(C=C1)C1=CC2=C(C(N(C=C2)C=2C=NC(=CC2)N2C[C@@H](CC2)N(C)CC(F)F)=O)S1 (2-(4-chloro-phenyl)-6-(6-{(R)-3-[(2,2-difluoro-ethyl)-methyl-amino]-pyrrolidin-1-yl}-pyridin-3-yl)-6H-thieno[2,3-c]pyridin-7-one). Isolated yield 80.7%. RXN SMILES: [C:1]([BH3-])#N.[Na+].Cl.[Cl:6][C:7]1[CH:12]=[CH:11][C:10]([C:13]2[S:38][C:16]3[C:17](=[O:37])[N:18]([C:21]4[CH:22]=[N:23][C:24]([N:27]5[CH2:31][CH2:30][C@@H:29]([NH:32][CH2:33][CH:34]([F:36])[F:35])[CH2:28]5)=[CH:25][CH:26]=4)[CH:19]=[CH:20][C:15]=3[CH:14]=2)=[CH:9][CH:8]=1.C(O)(=O)C.C=O>CO>[Cl:6][C:7]1[CH:12]=[CH:11][C:10]([C:13]2[S:38][C:16]3[C:17](=[O:37])[N:18]([C:21]4[CH:22]=[N:23][C:24]([N:27]5[CH2:31][CH2:30][C@@H:29]([N:32]([CH2:33][CH:34]([F:36])[F:35])[CH3:1])[CH2:28]5)=[CH:25][CH:26]=4)[CH:19]=[CH:20][C:15]=3[CH:14]=2)=[CH:9][CH:8]=1 |f:0.1,2.3|. Procedure details: Add sodium cyanoborohydride (716 μmol, 45 mg) to a room temperature mixture of 2-(4-chloro-phenyl)-6-{6-[(R)-3-(2,2-difluoro-ethylamino)-pyrrolidin-1-yl]-pyridin-3-yl}-6H-thieno[2,3-c]pyridin-7-one, hydrochloride (150 mg, 287 μmol), acetic acid (49 μL, 360 μmol,) and formaldehyde (115 μL, 1.53 mmol, 37% aqueous solution) in methanol (9 mL) and stir the mixture for 18 h. Concentrate the mixture and partition between CH2Cl2 (5 mL) and 1N NaOH (5 mL). Separate the organic portion and extract the aq... Starting materials: COC1=CC=C2C=C(NC2=C1)C(=O)OC (methyl 6-methoxy-1H-indole-2-carboxylate), S(=O)(=O)([O-])[O-].[Mg+2] (magnesium sulfate), [H-].[Al+3].[Li+].[H-].[H-].[H-] (lithium aluminum hydride), S(=O)(=O)([O-])[O-].[Na+].[Na+] (sodium sulfate). The solvent is O1CCOCC1 (1,4-dioxane), O1CCOCC1 (1,4-dioxane). Product: COC1=CC=C2C=C(NC2=C1)C (6-methoxy-2-methyl-1H-indole). Isolated yield 66.3%. RXN SMILES: [H-].[Al+3].[Li+].[H-].[H-].[H-].[CH3:7][O:8][C:9]1[CH:17]=[C:16]2[C:12]([CH:13]=[C:14]([C:18](OC)=O)[NH:15]2)=[CH:11][CH:10]=1.S([O-])([O-])(=O)=O.[Na+].[Na+].S([O-])([O-])(=O)=O.[Mg+2]>O1CCOCC1>[CH3:7][O:8][C:9]1[CH:17]=[C:16]2[C:12]([CH:13]=[C:14]([CH3:18])[NH:15]2)=[CH:11][CH:10]=1 |f:0.1.2.3.4.5,7.8.9,10.11|. Procedure: To a suspension of lithium aluminum hydride (3.7 g, 97 mmol) in 1,4-dioxane (97 mL) was slowly added dropwise a solution of methyl 6-methoxy-1H-indole-2-carboxylate (2.0 g, 9.8 mmol) in 1,4-dioxane (30 mL) under ice-cooling. After dropwise addition, the reaction mixture was heated under reflux for 24 hr. A saturated aqueous sodium sulfate solution was added to the mixture under cooling, magnesium sulfate was added and the insoluble material was filtrated. The filtrate was concentrated under redu... The reactants are CCCC(CO)(CSCc1ccccc1)CSCc1ccccc1, CC(=O)[O-], CCOCC, ClCCl, [Na+], O=[Cr](=O)([O-])Cl, c1cc[nH+]cc1. Yields the product CCCC(C=O)(CSCc1ccccc1)CSCc1ccccc1. Reaction SMILES: [CH2:1]([c:2]1[cH:3][cH:4][cH:5][cH:6][cH:7]1)[S:8][CH2:9][C:10]([CH2:11][OH:12])([CH2:13][CH2:14][CH3:15])[CH2:16][S:17][CH2:18][c:19]1[cH:20][cH:21][cH:22][cH:23][cH:24]1.[CH3:37][C:38](=[O:39])[O-:40].[CH3:41][CH2:42][O:43][CH2:44][CH3:45].[Cl:46][CH2:47][Cl:48].[Na+:36].[O:25]=[Cr:26]([Cl:27])([O-:28])=[O:29].[nH+:30]1[cH:31][cH:32][cH:33][cH:34][cH:35]1>>[CH2:1]([c:2]1[cH:3][cH:4][cH:5][cH:6][cH:7]1)[S:8][CH2:9][C:10]([CH:11]=[O:12])([CH2:13][CH2:14][CH3:15])[CH2:16][S:17][CH2:18][c:19]1[cH:20][cH:21][cH:22][cH:23][cH:24]1. Reactants: FC1=C(C=C(C=C1)C=1CCN(CC1)C(=O)OC(C)(C)C)[N+](=O)[O-] (tert-butyl 4-(4-fluoro-3-nitrophenyl)-3,6-dihydro-1(2H)-pyridinecarboxylate), [H][H] (hydrogen). The reagents and catalysts are [Pd] (Pd/C). Solvent: C(C)(=O)OCC (ethyl acetate), CO (methanol). Reaction conditions: time 72 hour. Yields the product C(C)(C)(C)OC(=O)N1CCC(CC1)C1=CC(=C(C=C1)F)N (tert-butyl-4-(3-amino-4-fluorophenyl)-1-piperidinecarboxylate). Yield: 80.6%. Reaction SMILES: [F:1][C:2]1[CH:7]=[CH:6][C:5]([C:8]2[CH2:9][CH2:10][N:11]([C:14]([O:16][C:17]([CH3:20])([CH3:19])[CH3:18])=[O:15])[CH2:12][CH:13]=2)=[CH:4][C:3]=1[N+:21]([O-])=O.[H][H]>C(OCC)(=O)C.CO.[Pd]>[C:17]([O:16][C:14]([N:11]1[CH2:10][CH2:9][CH:8]([C:5]2[CH:6]=[CH:7][C:2]([F:1])=[C:3]([NH2:21])[CH:4]=2)[CH2:13][CH2:12]1)=[O:15])([CH3:20])([CH3:18])[CH3:19]. Procedure: A mixture of tert-butyl 4-(4-fluoro-3-nitrophenyl)-3,6-dihydro-1(2H)-pyridinecarboxylate (2.35 g, 8.85 mmol) and 10% Pd/C (400 mg) in ethyl acetate (40.0 mL) and methanol (10.0 mL) was hydrogenated at room temperature for 72 hours using hydrogen bomb (200 psi). The reaction mixture was filtered through Celite and the Celite was washed with EtOAc/MeOH (1:1, 3×50 mL). The filtrate was concentrated in vacuo to afford tert-butyl-4-(3-amino-4-fluorophenyl)-1-piperidinecarboxylate (2.10 g, 98.0%): 1H ... Starting materials: C(C)(=O)N1CC2(CC1)CN(C1=CC=C(C=C12)/C=C/C(=O)O)C(NC=1SC(=CN1)Cl)=O ((E)-3-(1′-acetyl-1-((5-chlorothiazol-2-yl)carbamoyl)spiro[indoline-3,3′-pyrrolidin]-5-yl)acrylic acid), Cl.N1CCC1 (azetidine hydrochloride). Product: C(C)(=O)N1CC2(CC1)CN(C1=CC=C(C=C12)\C=C\C(=O)N1CCC1)C(=O)NC=1SC(=CN1)Cl ((E)-1′-acetyl-5-(3-(azetidin-1-yl)-3-oxoprop-1-en-1-yl)-N-(5-chlorothiazol-2-yl)spiro[indoline-3,3′-pyrrolidine]-1-carboxamide). Reaction SMILES: [C:1]([N:4]1[CH2:8][CH2:7][C:6]2([C:16]3[C:11](=[CH:12][CH:13]=[C:14](/[CH:17]=[CH:18]/[C:19](O)=[O:20])[CH:15]=3)[N:10]([C:22](=[O:30])[NH:23][C:24]3[S:25][C:26]([Cl:29])=[CH:27][N:28]=3)[CH2:9]2)[CH2:5]1)(=[O:3])[CH3:2].Cl.[NH:32]1[CH2:35][CH2:34][CH2:33]1>>[C:1]([N:4]1[CH2:8][CH2:7][C:6]2([C:16]3[C:11](=[CH:12][CH:13]=[C:14](/[CH:17]=[CH:18]/[C:19]([N:32]4[CH2:35][CH2:34][CH2:33]4)=[O:20])[CH:15]=3)[N:10]([C:22]([NH:23][C:24]3[S:25][C:26]([Cl:29])=[CH:27][N:28]=3)=[O:30])[CH2:9]2)[CH2:5]1)(=[O:3])[CH3:2] |f:1.2|. Reported procedure: The captioned compound was obtained in the form of a white solid by performing the same reactions and/or treatments as those in Example 85, with the exceptions that (E)-3-(1′-acetyl-1-((5-chlorothiazol-2-yl)carbamoyl)spiro[indoline-3,3′-pyrrolidin]-5-yl)acrylic acid was used instead of 2-(5-chloro-1′-(methoxycarbonyl)spiro[indoline-3,3′-pyrrolidin]-1-ylcarboxamido)thiazole-4-carboxylic acid, and that azetidine hydrochloride was used instead of dimethylamine hydrochloride. Starting materials: CO, Cl, COC(=O)c1cc2cc([N+](=O)[O-])ccc2s1, [Na+], [OH-]. Yields the product O=C(O)c1cc2cc([N+](=O)[O-])ccc2s1. As a reaction SMILES: [CH3:18][OH:19].[ClH:17].[N+:1](=[O:2])([O-:3])[c:4]1[cH:5][c:6]2[c:7]([s:8][c:9]([C:11](=[O:12])[O:13][CH3:14])[cH:10]2)[cH:15][cH:16]1.[Na+:21].[OH-:20]>>[N+:1](=[O:2])([O-:3])[c:4]1[cH:5][c:6]2[c:7]([s:8][c:9]([C:11](=[O:12])[OH:13])[cH:10]2)[cH:15][cH:16]1. The reactants are ClC1=CC=C(C=C1)O (p-chlorophenol), [OH-].[Na+] (sodium hydroxide), ClC1=NSN=C(C1=O)Cl (3,5-dichloro-4H-1,2,6-thiadiazin-4-one). The solvent is O (H2O), O (water). Conditions: time 1 hour. The product is ClC1=NSN=C(C1=O)OC1=CC=C(C=C1)Cl (3-chloro-5-(4-chlorophenoxy)-4H-1,2,6-thiadiazin-4-one). As a reaction SMILES: Cl[C:2]1[C:7](=[O:8])[C:6]([Cl:9])=[N:5][S:4][N:3]=1.[Cl:10][C:11]1[CH:16]=[CH:15][C:14]([OH:17])=[CH:13][CH:12]=1.[OH-].[Na+]>O>[Cl:9][C:6]1[C:7](=[O:8])[C:2]([O:17][C:14]2[CH:15]=[CH:16][C:11]([Cl:10])=[CH:12][CH:13]=2)=[N:3][S:4][N:5]=1 |f:2.3|. Procedure: A suspension of 1.83 g of 3,5-dichloro-4H-1,2,6-thiadiazin-4-one in 100 ml of water is stirred mechanically at room temperature while a solution of 1.29 g of p-chlorophenol, 20 ml of H2O and 5 ml of 2N aqueous sodium hydroxide solution is added dropwise to it. The mixture is stirred an additional 1 hour. The resulting precipitate is collected and recrystallized from alcohol. The white crystals melt at 142°-145°. The compounds described in Table II can be prepared by the same procedure as Example...